Dataset: the Open Reaction Database (ORD), a public repository of structured organic reaction records. Task: describe an organic reaction: reactants, conditions, products, and yield Yields the product FC(C(C)(O)C1=CC=C(C(=O)O)C=C1)(F)F (4-(1,1,1-trifluoro-2-hydroxypropan-2-yl)benzoic acid). Procedure details: A mixture of methyl 4-(1,1,1-trifluoro-2-hydroxypropan-2-yl)benzoate (6.0 g, 24.2 mmol) and KOH (2.72 g, 48.4 mmol) in 1,4-dioxane (100 mL) and H2O (50 mL) was refluxed for 2 h. The reaction mixture was cooled to room temperature, and 1,4-dioxane evaporated in vacuo. The aqueous residue was acidified with 2N HCl and extracted with CH2Cl2. The extracts were washed with brine and dried. Flash chromatography of the residue, using 3:7 EtOAc-Hexane, gave 4-(1,1,1-trifluoro-2-hydroxypropan-2-yl)benzoi... Starting materials: FC(C(C)(O)C1=CC=C(C(=O)OC)C=C1)(F)F (methyl 4-(1,1,1-trifluoro-2-hydroxypropan-2-yl)benzoate), [OH-].[K+] (KOH). Yield: 87.0%. Run in O1CCOCC1 (1,4-dioxane), O (H2O). RXN SMILES: [F:1][C:2]([F:17])([F:16])[C:3]([C:6]1[CH:15]=[CH:14][C:9]([C:10]([O:12]C)=[O:11])=[CH:8][CH:7]=1)([OH:5])[CH3:4].[OH-].[K+]>O1CCOCC1.O>[F:1][C:2]([F:16])([F:17])[C:3]([C:6]1[CH:15]=[CH:14][C:9]([C:10]([OH:12])=[O:11])=[CH:8][CH:7]=1)([OH:5])[CH3:4] |f:1.2|.